From a dataset of the Open Reaction Database (ORD), a public repository of structured organic reaction records. describe an organic reaction: reactants, conditions, products, and yield Product: C(=Nc1c2c(nc3ccccc13)CCCC2)c1cccc2ccccc12. Reactants: C1COCCN1, Nc1c2c(nc3ccccc13)CCCC2, Cc1ccccc1, O=Cc1cccc2ccccc12, C(=Nc1c2c(nc3ccccc13)CCC2)c1ccccc1. As a reaction SMILES: [CH2:16]1[NH:17][CH2:18][CH2:19][O:20][CH2:21]1.[CH2:1]1[CH2:2][CH2:3][CH2:4][c:5]2[n:6][c:7]3[cH:8][cH:9][cH:10][cH:11][c:12]3[c:13]([NH2:15])[c:14]21.[CH3:55][c:56]1[cH:57][cH:58][cH:59][cH:60][cH:61]1.[CH:22](=[O:23])[c:24]1[cH:25][cH:26][cH:27][c:28]2[cH:29][cH:30][cH:31][cH:32][c:33]12.[c:34]1([CH:35]=[N:36][c:37]2[c:38]3[cH:39][cH:40][cH:41][cH:42][c:43]3[n:44][c:45]3[c:49]2[CH2:48][CH2:47][CH2:46]3)[cH:50][cH:51][cH:52][cH:53][cH:54]1>>[CH2:1]1[CH2:2][CH2:3][CH2:4][c:5]2[n:6][c:7]3[cH:8][cH:9][cH:10][cH:11][c:12]3[c:13]([N:15]=[CH:22][c:24]3[cH:25][cH:26][cH:27][c:28]4[cH:29][cH:30][cH:31][cH:32][c:33]34)[c:14]21. The reactants are C(CCC)C1=CC2=C(S1)C(=C(C(=C2)O)Cl)Cl (2-n-butyl-6,7-dichloro-5-hydroxybenzo[b]thiophene), BrCC(=O)OCC (ethyl bromoacetate), C([O-])([O-])=O.[K+].[K+] (potassium carbonate), CN(C=O)C (dimethylformamide). Run in CC(CC)=O (2-butanone), CCOCC (ether), O (water). The product is C(C)OC(COC1=CC2=C(SC(=C2)CCCC)C(=C1Cl)Cl)=O (ethyl[(2-n-butyl-6,7-dichlorobenzo[b]thien-5-yl)oxy]acetate). Reaction SMILES: [CH2:1]([C:5]1[S:9][C:8]2[C:10]([Cl:16])=[C:11]([Cl:15])[C:12]([OH:14])=[CH:13][C:7]=2[CH:6]=1)[CH2:2][CH2:3][CH3:4].Br[CH2:18][C:19]([O:21][CH2:22][CH3:23])=[O:20].C(=O)([O-])[O-].[K+].[K+].CN(C)C=O>CC(=O)CC.CCOCC.O>[CH2:22]([O:21][C:19](=[O:20])[CH2:18][O:14][C:12]1[C:11]([Cl:15])=[C:10]([Cl:16])[C:8]2[S:9][C:5]([CH2:1][CH2:2][CH2:3][CH3:4])=[CH:6][C:7]=2[CH:13]=1)[CH3:23] |f:2.3.4|. Procedure details: A mixture of 2-n-butyl-6,7-dichloro-5-hydroxybenzo[b]thiophene, 3.6 g of ethyl bromoacetate, 3.2 g of potassium carbonate and 4 ml dimethylformamide in 50 ml of 2-butanone is refluxed for 20 hrs. The cooled mixture is poured into 100 ml water and 100 ml ether. The layers are separated and the aqueous layer is extracted with two 100-ml portions of ether. The organic layers are combined, dried over anhydrous magnesium sulfate, filtered and the solvent is removed. Recrystallization from ether-hexan... The solvent is N1=CC=CC=C1 (pyridine). Reaction SMILES: [NH2:1][S:2]([C:5]1[CH:10]=[CH:9][CH:8]=[CH:7][C:6]=1[C:11]1[CH:16]=[CH:15][C:14]([CH2:17][N:18]2[C:22]([C:23]([O:25][CH3:26])=[O:24])=[C:21]([Cl:27])[N:20]=[C:19]2[CH2:28][CH2:29][CH2:30][CH3:31])=[CH:13][CH:12]=1)(=[O:4])=[O:3].[C:32](Cl)(=O)[C:33]1[CH:38]=[CH:37][CH:36]=[CH:35][CH:34]=1.C(=O)(O)[O-].[Na+]>N1C=CC=CC=1>[CH2:32]([NH:1][S:2]([C:5]1[CH:10]=[CH:9][CH:8]=[CH:7][C:6]=1[C:11]1[CH:12]=[CH:13][C:14]([CH2:17][N:18]2[C:22]([C:23]([O:25][CH3:26])=[O:24])=[C:21]([Cl:27])[N:20]=[C:19]2[CH2:28][CH2:29][CH2:30][CH3:31])=[CH:15][CH:16]=1)(=[O:4])=[O:3])[C:33]1[CH:38]=[CH:37][CH:36]=[CH:35][CH:34]=1 |f:2.3|. Reaction conditions: time 12 hour. Reactants: NS(=O)(=O)C1=C(C=CC=C1)C1=CC=C(C=C1)CN1C(=NC(=C1C(=O)OC)Cl)CCCC (1-((2'-(aminosulfonyl)(1,1'-biphenyl)-4-yl)methyl)-2-butyl-4-chloro-1H-imidazole-5-carboxylic acid, methyl ester), C(C1=CC=CC=C1)(=O)Cl (benzoyl chloride), C([O-])(O)=O.[Na+] (sodium bicarbonate). The yield is 79.2%. Reported procedure: To a stirred solution of 1-((2'-(aminosulfonyl)(1,1'-biphenyl)-4-yl)methyl)-2-butyl-4-chloro-1H-imidazole-5-carboxylic acid, methyl ester (67.0 mg, 0.145 mmol) in pyridine (1.0 ml) under nitrogen at room temperature was added benzoyl chloride (168 μl, 1.45 mmol) dropwise. The pale orange solution was stirred at room temperature for 12 hours then saturated sodium bicarbonate solution added. The mixture was extracted four times with ethyl acetate. The compound organic phase was washed with water, ... The product is C(C1=CC=CC=C1)NS(=O)(=O)C1=C(C=CC=C1)C1=CC=C(C=C1)CN1C(=NC(=C1C(=O)OC)Cl)CCCC (1-((2'-((benzylamino)sulfonyl)(1,1'-biphenyl)-4-yl)methyl)-2-butyl-4-chloro-1H-imidazole-5-carboxylic acid, methyl ester). Starting materials: [H-].[Na+] (sodium hydride), [N+](=O)([O-])N=C1NCCN1 (2-nitroimino-imidazolidine), ClC1=[N+](C=C(C=C1)CCl)[O-] (2-chloro-5-chloromethyl-pyridine-N-oxide). The solvent is C(C)#N (acetonitrile). Reaction conditions: temperature 0 celsius, time 1.5 hour. Product: ClC1=[N+](C=C(C=C1)CN1C(NCC1)=N[N+](=O)[O-])[O-] (2-chloro-5-(2-nitroimino-imidazolidin-1-yl-methyl)-pyridine-N-oxide). As a reaction SMILES: [H-].[Na+].[N+:3]([N:6]=[C:7]1[NH:11][CH2:10][CH2:9][NH:8]1)([O-:5])=[O:4].[Cl:12][C:13]1[CH:18]=[CH:17][C:16]([CH2:19]Cl)=[CH:15][N+:14]=1[O-:21]>C(#N)C>[Cl:12][C:13]1[CH:18]=[CH:17][C:16]([CH2:19][N:8]2[CH2:9][CH2:10][NH:11][C:7]2=[N:6][N+:3]([O-:5])=[O:4])=[CH:15][N+:14]=1[O-:21] |f:0.1|. Procedure details: 0.85 g of a 55% sodium hydride dispersion in mineral oil is added in portions to a solution of 2.7 g of 2-nitroimino-imidazolidine in 70 ml of acetonitrile. The mixture is stirred for 1.5 hours under a nitrogen atmosphere, and then 3.72 g of 2-chloro-5-chloromethyl-pyridine-N-oxide are added in portions. The reaction mixture is stirred at room temperature for 16 hours and then filtered. The crude product is crystallised out by cooling the filtrate to 0° C. The product is separated off and washed... The reactants are C(C)N(C(=O)NC=1C(=NN(C1)C1OCCCC1)C1=NC2=C(N1)C=C(C(=C2)OCCCCN2CCCCC2)F)CC (1,1-diethyl-3-[3-[6-fluoro-5-(4-piperidin-1-ylbutoxy)-1H-benzimidazol-2-yl]-1-(tetrahydropyran-2-yl)-1H-pyrazol-4-yl}urea), FC(C(=O)O)(F)F (trifluoroacetic acid). The solvent is ClCCl (dichloromethane). Product: C(C)N(C(=O)NC=1C(=NNC1)C1=NC2=C(N1)C=C(C(=C2)OCCCCN2CCCCC2)F)CC (1,1-diethyl-3-{3-[6-fluoro-5-(4-piperidin-1-ylbutoxy)-1H-benzimidazol-2-yl]-1H-pyrazol-4-yl}urea). Yield: 84.8%. RXN SMILES: [CH2:1]([N:3]([CH2:39][CH3:40])[C:4]([NH:6][C:7]1[C:8]([C:18]2[NH:22][C:21]3[CH:23]=[C:24]([F:38])[C:25]([O:27][CH2:28][CH2:29][CH2:30][CH2:31][N:32]4[CH2:37][CH2:36][CH2:35][CH2:34][CH2:33]4)=[CH:26][C:20]=3[N:19]=2)=[N:9][N:10](C2CCCCO2)[CH:11]=1)=[O:5])[CH3:2].FC(F)(F)C(O)=O>ClCCl>[CH2:39]([N:3]([CH2:1][CH3:2])[C:4]([NH:6][C:7]1[C:8]([C:18]2[NH:22][C:21]3[CH:23]=[C:24]([F:38])[C:25]([O:27][CH2:28][CH2:29][CH2:30][CH2:31][N:32]4[CH2:33][CH2:34][CH2:35][CH2:36][CH2:37]4)=[CH:26][C:20]=3[N:19]=2)=[N:9][NH:10][CH:11]=1)=[O:5])[CH3:40]. Procedure: 100 mg of 1,1-diethyl-3-[3-[6-fluoro-5-(4-piperidin-1-ylbutoxy)-1H-benzimidazol-2-yl]-1-(tetrahydropyran-2-yl)-1H-pyrazol-4-yl}urea in solution in 2 mL of dichloromethane with 1 mL of trifluoroacetic acid are stirred at ambient temperature for 18 hours. The solvent is evaporated off under vacuum by flash chromatography on an Intelliflash apparatus on an Analogix RS-12 cartridge with an eluent of 100% dichloromethane to 85/15 dichloromethane/methanol. 72 mg of 1,1-diethyl-3-{3-[6-fluoro-5-(4-pipe... Starting materials: ClC1=NC=NC(=C1F)Cl (4,6-dichloro-5-fluoropyrimidine), CO\N=C(/C1=C(C=CC=C1)O)\C1=NOCCO1 ((E)-(5,6-Dihydro-1,4,2-dioxazin-3-yl)(2-hydroxyphenyl)methanone O-methyl oxime), C(=O)([O-])[O-].[K+].[K+] (K2CO3), CN(C)C=O (DMF). The solvent is C1(=CC=CC=C1)C (toluene). Reaction conditions: temperature 82.5 celsius, time 1.5 hour. Product: CO\N=C(/C1=NOCCO1)\C1=C(C=CC=C1)OC1=NC=NC(=C1F)Cl ((Z)-(2-((6-chloro-5-fluoropyrimidin-4-yl)oxy)phenyl)(5,6-dihydro-1,4,2-dioxazin-3-yl)methanone O-methyl oxime). Isolated yield 88.0%. As a reaction SMILES: Cl[C:2]1[C:7]([F:8])=[C:6]([Cl:9])[N:5]=[CH:4][N:3]=1.[CH3:10][O:11]/[N:12]=[C:13](/[C:21]1[O:26][CH2:25][CH2:24][O:23][N:22]=1)\[C:14]1[CH:19]=[CH:18][CH:17]=[CH:16][C:15]=1[OH:20].C([O-])([O-])=O.[K+].[K+].CN(C=O)C>C1(C)C=CC=CC=1>[CH3:10][O:11]/[N:12]=[C:13](/[C:14]1[CH:19]=[CH:18][CH:17]=[CH:16][C:15]=1[O:20][C:2]1[C:7]([F:8])=[C:6]([Cl:9])[N:5]=[CH:4][N:3]=1)\[C:21]1[O:26][CH2:25][CH2:24][O:23][N:22]=1 |f:2.3.4|. Reported procedure: To a solution of 4,6-dichloro-5-fluoropyrimidine (DCFP) (100 g, 0.564 mol) in toluene (500 mL) was added (E)-(5,6-dihydro-1,4,2-dioxazin-3-yl)(2-hydroxyphenyl)methanone O-methyl oxime (13) (77.8 g, 0.466 mol), K2CO3 (76 g, 0.55 mol), followed by the addition of DMF (50 mL) at ambient temperature. The reaction mixture was stirred at 80-85° C. for 1-2 h. The progress of the reaction was monitored by the HPLC analysis. Upon completion of the reaction, the reaction mixture was washed with water (500... The reactants are [Na].C(#N)C=1C=C2C(=CC=NC2=CC1O)OC1=CC(=C(C=C1)NC(=O)NC1=CC=C(C=C1)F)F (6-cyano-4-{4-[4-fluoroanilinocarbonyl]amino-3-fluorophenoxy}quinolin-7-ol sodium salt), C([O-])([O-])=O.[K+].[K+] (potassium carbonate), ClCCCN(CC)CC (3-chloropropyldiethylamine), O (water). Solvent: CN(C=O)C (dimethylformamide). Conditions: temperature 65 celsius, time 7 hour. The product is C(#N)C=1C=C2C(=CC=NC2=CC1OCCCN(CC)CC)OC1=CC(=C(C=C1)NC(=O)NC1=CC=C(C=C1)F)F (1-(4-[6-Cyano-7-(3-diethylaminopropoxy)-4-quinolyloxy]2-fluorophenyl)-3-(4-fluorophenyl)urea). Isolated yield 23.5%. RXN SMILES: [Na].[C:2]([C:4]1[CH:5]=[C:6]2[C:11](=[CH:12][C:13]=1[OH:14])[N:10]=[CH:9][CH:8]=[C:7]2[O:15][C:16]1[CH:21]=[CH:20][C:19]([NH:22][C:23]([NH:25][C:26]2[CH:31]=[CH:30][C:29]([F:32])=[CH:28][CH:27]=2)=[O:24])=[C:18]([F:33])[CH:17]=1)#[N:3].C(=O)([O-])[O-].[K+].[K+].Cl[CH2:41][CH2:42][CH2:43][N:44]([CH2:47][CH3:48])[CH2:45][CH3:46].O>CN(C)C=O>[C:2]([C:4]1[CH:5]=[C:6]2[C:11](=[CH:12][C:13]=1[O:14][CH2:41][CH2:42][CH2:43][N:44]([CH2:47][CH3:48])[CH2:45][CH3:46])[N:10]=[CH:9][CH:8]=[C:7]2[O:15][C:16]1[CH:21]=[CH:20][C:19]([NH:22][C:23]([NH:25][C:26]2[CH:31]=[CH:30][C:29]([F:32])=[CH:28][CH:27]=2)=[O:24])=[C:18]([F:33])[CH:17]=1)#[N:3] |f:0.1,2.3.4,^1:0|. Procedure: After dissolving 480 mg of 6-cyano-4-{4-[4-fluoroanilinocarbonyl]amino-3-fluorophenoxy}quinolin-7-ol sodium salt in 5 ml of dimethylformamide, 350 mg of potassium carbonate and 204 mg of 3-chloropropyldiethylamine were added and the mixture was heated and stirred at 65° C. for 7 hours. After standing to cool, water was added and extraction was performed with ethyl acetate and tetrahydrofuran, after which the solvent was distilled off under reduced pressure and the residue was purified by NH sili...